Task: describe an organic reaction: reactants, conditions, products, and yield. Dataset: the Open Reaction Database (ORD), a public repository of structured organic reaction records Reactants: CS(=O)(=O)Cl, [Cl-], ClCCl, Cc1ccc(N)c2c1C(=O)CCC2, [NH4+], c1ccncc1. The product is Cc1ccc(NS(C)(=O)=O)c2c1C(=O)CCC2. As a reaction SMILES: [CH3:20][S:21]([Cl:22])(=[O:23])=[O:24].[Cl-:25].[Cl:27][CH2:28][Cl:29].[NH2:1][c:2]1[c:3]2[c:8]([c:9]([CH3:12])[cH:10][cH:11]1)[C:7](=[O:13])[CH2:6][CH2:5][CH2:4]2.[NH4+:26].[cH:14]1[cH:15][cH:16][n:17][cH:18][cH:19]1>>[NH:1]([c:2]1[c:3]2[c:8]([c:9]([CH3:12])[cH:10][cH:11]1)[C:7](=[O:13])[CH2:6][CH2:5][CH2:4]2)[S:21]([CH3:20])(=[O:23])=[O:24].